Dataset: the Open Reaction Database (ORD), a public repository of structured organic reaction records. Task: describe an organic reaction: reactants, conditions, products, and yield The reactants are C1CCOC1, C[Si](C)(C)[N-][Si](C)(C)C, [Cl-], Cc1cc(OCC(=O)N2C(=O)OCC2C(C)C)ccc1F, ICC=CCOCc1ccccc1, [Li+], [NH4+]. Yields the product Cc1cc(OC(CC=CCOCc2ccccc2)C(=O)N2C(=O)OCC2C(C)C)ccc1F. Reaction SMILES: [CH2:47]1[O:48][CH2:49][CH2:50][CH2:51]1.[CH3:1][Si:2]([N-:3][Si:4]([CH3:5])([CH3:6])[CH3:7])([CH3:8])[CH3:9].[Cl-:45].[F:11][c:12]1[c:13]([CH3:31])[cH:14][c:15]([O:16][CH2:17][C:18](=[O:19])[N:20]2[C:21](=[O:28])[O:22][CH2:23][CH:24]2[CH:25]([CH3:26])[CH3:27])[cH:29][cH:30]1.[I:32][CH2:33][CH:34]=[CH:35][CH2:36][O:37][CH2:38][c:39]1[cH:40][cH:41][cH:42][cH:43][cH:44]1.[Li+:10].[NH4+:46]>>[F:11][c:12]1[c:13]([CH3:31])[cH:14][c:15]([O:16][CH:17]([C:18](=[O:19])[N:20]2[C:21](=[O:28])[O:22][CH2:23][CH:24]2[CH:25]([CH3:26])[CH3:27])[CH2:33][CH:34]=[CH:35][CH2:36][O:37][CH2:38][c:39]2[cH:40][cH:41][cH:42][cH:43][cH:44]2)[cH:29][cH:30]1. Reactants: C(#N)C=1SC2=C(N1)C=CC(=C2C#N)/N=C/N(C)C ((E)-N′-(2,7-dicyanobenzo[d]thiazol-6-yl)-N,N-dimethylformimidamide), N1(CCCC1)C1=CC=C(N)C=C1 (4-(pyrrolidin-1-yl)aniline), [K+].[Br-] (KBr). The solvent is C(Cl)Cl.CCOC(=O)C (DCM EtOAc). The product is N1(CCCC1)C1=CC=C(C=C1)NC1=NC=NC2=CC=C3C(=C12)SC(=N3)C#N (9-(4-(Pyrrolidin-1-yl)phenylamino)thiazolo[5,4-f]quinazoline-2-carbonitrile). Isolated yield 48.0%. Reaction SMILES: [C:1]([C:3]1[S:4][C:5]2[C:11]([C:12]#[N:13])=[C:10](/[N:14]=[CH:15]/[N:16](C)C)[CH:9]=[CH:8][C:6]=2[N:7]=1)#[N:2].[N:19]1([C:24]2[CH:30]=[CH:29][C:27](N)=[CH:26][CH:25]=2)[CH2:23][CH2:22][CH2:21][CH2:20]1.[K+].[Br-]>C(Cl)Cl.CCOC(C)=O>[N:19]1([C:24]2[CH:30]=[CH:29][C:27]([NH:13][C:12]3[C:11]4[C:10](=[CH:9][CH:8]=[C:6]5[N:7]=[C:3]([C:1]#[N:2])[S:4][C:5]5=4)[N:14]=[CH:15][N:16]=3)=[CH:26][CH:25]=2)[CH2:23][CH2:22][CH2:21][CH2:20]1 |f:2.3,4.5|. Procedure details: Prepared from VII and 4-(pyrrolidin-1-yl)aniline. Flash chromatography eluent (DCM-EtOAc, 8:2). Yield: 48%; yellow solid; mp>260° C.; IR (KBr) νmax/cm−1 3303, 2842, 2233, 1709, 1629, 1613, 1583, 1522, 1466, 1388, 1347, 1275, 1219, 1185, 1166, 1060, 1014, 989, 828, 809; 1H NMR (300 MHz, DMSO-d6) δ 8.54 (d, 1H, J=9.0 Hz), 8.15 (s, 1H), 7.88 (d, 1H, J=9.0 Hz), 7.35 (d, 2H, J=8.1 Hz), 6.73 (d, 2H, J=8.1 Hz), 3.17 (m, 4H), 1.99 (m, 4H); HRMS calcd for C20H17N6S (M+H+): 373.1235, found 373.1218. Starting materials: solution, BrBr (bromine), NC(C)C(CC(CC1=CC=C(C=C1)Cl)(C)C)=O (2-amino-6-(4-chlorophenyl)-5,5-dimethyl-3-hexanone). Solvent: C(Cl)(Cl)(Cl)Cl (CCl4), C(Cl)(Cl)(Cl)Cl (carbontetrachloride). Run at time 2 hour. The product is BrC(C)C(CC(CC1=CC=C(C=C1)Cl)(C)C)=O (2-bromo-5,5-dimethyl-6-(4-chlorophenyl)-3-hexanone). Yield: 99.3%. RXN SMILES: N[CH:2]([C:4](=[O:17])[CH2:5][C:6]([CH3:16])([CH3:15])[CH2:7][C:8]1[CH:13]=[CH:12][C:11]([Cl:14])=[CH:10][CH:9]=1)[CH3:3].[Br:18]Br>C(Cl)(Cl)(Cl)Cl>[Br:18][CH:2]([C:4](=[O:17])[CH2:5][C:6]([CH3:16])([CH3:15])[CH2:7][C:8]1[CH:13]=[CH:12][C:11]([Cl:14])=[CH:10][CH:9]=1)[CH3:3]. Procedure: The ketone (20.0 g; 0.084 mole) was dissolved in carbontetrachloride (200 ml). The solution was cooled on ice and a 10% solution of bromine (0.084 mole) in CCl4 was added at such a rate that the drops were decolourized immediately. The total time of bromination was about 2 hours. After evaporation of the solvent in vacuo a pure oil of 2-bromo-5,5-dimethyl-6-(4-chlorophenyl)-3-hexanone (26.5 g; 99% yield) was obtained. To a solution of the bromoketone (5.0 g; 0.016 mole) in dimethylformamide (20 ... Starting materials: O (water), Cl.N1CCC(CCC1)=O (Azepan-4-one hydrochloride), ClC1=CC=C(C=O)C=C1 (4-chlorobenzaldehyde), OS(=O)(=O)O (H2SO4). Run in C(C)(=O)O (acetic acid). Run at time 24 hour. The product is ClC1=CC=C(C=C1)\C=C\1/CNCC\C(\C1=O)=C/C1=CC=C(C=C1)Cl ((3E,5E)-3,5-bis[(4-chlorophenyl)methylidene]azepan-4-one). As a reaction SMILES: [ClH:1].[NH:2]1[CH2:8][CH2:7][CH2:6][C:5](=[O:9])[CH2:4][CH2:3]1.[Cl:10][C:11]1[CH:18]=[CH:17][C:14]([CH:15]=O)=[CH:13][CH:12]=1.OS(O)(=O)=O.O>C(O)(=O)C>[Cl:10][C:11]1[CH:18]=[CH:17][C:14](/[CH:15]=[C:4]2\[CH2:3][NH:2][CH2:8][CH2:7]/[C:6](=[CH:15]\[C:14]3[CH:17]=[CH:18][C:11]([Cl:1])=[CH:12][CH:13]=3)/[C:5]\2=[O:9])=[CH:13][CH:12]=1 |f:0.1|. Reported procedure: Azepan-4-one hydrochloride (0.45 g, 3.0 mmol) and 4-chlorobenzaldehyde (0.92 g, 6.6 mmol) were dissolved in acetic acid (10 mL), conc. H2SO4 (1 mL) was added drop-wise and the reaction stirred at rt for 24 h. After addition of water (30 mL) a precipitate was formed, filtered off, and dried in vacuum to give the product in 91% purity as a yellow solid. LCMS A: Rt 2.04 m/z [M]+ 358.1. The reactants are C[Si](C=1C=C(C(=O)NC2=CC=C(C=N2)/C=C/C(=O)OCC)C=C(C1)[Si](C)(C)C)(C)C ((E)-Ethyl 3-[6-[[3,5-bis(trimethylsilyl)benzoyl]amino]pyridin-3-yl]acrylate), C[Si](C=1C=C(C=C(C1)[Si](C)(C)C)C(=S)NC1=CC=C(C=CC(=O)OCC)C=C1)(C)C (Ethyl 4-[[3,5-bis(trimethylsilyl)benzenecarbothioyl]amino]cinnamate), COC=1C=CC(=CC1)P2(=S)SP(=S)(S2)C=3C=CC(=CC3)OC (Lawesson's reagent). Yields the product C[Si](C=1C=C(C=C(C1)[Si](C)(C)C)C(=S)NC1=CC=C(C=N1)/C=C/C(=O)OCC)(C)C ((E)-Ethyl 3-[6-[[3,5-bis(trimethylsilyl)benzenecarbothioyl]amino]pyridin-3-yl]acrylate). Isolated yield 92.6%. RXN SMILES: [CH3:1][Si:2]([CH3:30])([CH3:29])[C:3]1[CH:4]=[C:5]([CH:22]=[C:23]([Si:25]([CH3:28])([CH3:27])[CH3:26])[CH:24]=1)[C:6]([NH:8][C:9]1[N:14]=[CH:13][C:12](/[CH:15]=[CH:16]/[C:17]([O:19][CH2:20][CH3:21])=[O:18])=[CH:11][CH:10]=1)=O.COC1C=CC(P2(SP(C3C=CC(OC)=CC=3)(=S)S2)=[S:40])=CC=1.C[Si](C)(C)C1C=C(C(NC2C=CC(C=CC(OCC)=O)=CC=2)=S)C=C([Si](C)(C)C)C=1>>[CH3:1][Si:2]([CH3:30])([CH3:29])[C:3]1[CH:4]=[C:5]([C:6]([NH:8][C:9]2[N:14]=[CH:13][C:12](/[CH:15]=[CH:16]/[C:17]([O:19][CH2:20][CH3:21])=[O:18])=[CH:11][CH:10]=2)=[S:40])[CH:22]=[C:23]([Si:25]([CH3:28])([CH3:27])[CH3:26])[CH:24]=1. Reported procedure: Using Compound 18a (135 mg) and Lawesson's reagent (86.7 mg), Compound 18b (90.7 mg, 65%) was obtained as a yellow solid in the same manner as Compound 17b was synthesized.